From a dataset of the Open Reaction Database (ORD), a public repository of structured organic reaction records. describe an organic reaction: reactants, conditions, products, and yield Starting materials: CC1=CC=C(C=C1)N1CCNCC1 (1-(4-methylphenyl)piperazine), C1(=C(C=CC=C1)CN1CCN(CC1)C1=CC=CC=C1)C1=CC=CC=C1 (1-(biphenyl-2-ylmethyl)-4-phenylpiperazine), C=1(C(=CC=CC1)C=O)C1=CC=CC=C1 (biphenyl-2-carbaldehyde), [BH-](OC(=O)C)(OC(=O)C)OC(=O)C.[Na+] (NaBH(OAc)3). Yields the product C1(=C(C=CC=C1)CN1CCN(CC1)C1=CC=C(C=C1)C)C1=CC=CC=C1 (1-(biphenyl-2-ylmethyl)-4-(4-methylphenyl)piperazine). As a reaction SMILES: [CH3:1][C:2]1[CH:7]=[CH:6][C:5]([N:8]2[CH2:13][CH2:12][NH:11][CH2:10][CH2:9]2)=[CH:4][CH:3]=1.[C:14]1([C:22]2[CH:27]=[CH:26][CH:25]=[CH:24][CH:23]=2)[C:15]([CH:20]=O)=[CH:16][CH:17]=[CH:18][CH:19]=1.[BH-](OC(C)=O)(OC(C)=O)OC(C)=O.[Na+].C1(C2C=CC=CC=2)C=CC=CC=1CN1CCN(C2C=CC=CC=2)CC1>>[C:14]1([C:22]2[CH:23]=[CH:24][CH:25]=[CH:26][CH:27]=2)[CH:19]=[CH:18][CH:17]=[CH:16][C:15]=1[CH2:20][N:11]1[CH2:12][CH2:13][N:8]([C:5]2[CH:4]=[CH:3][C:2]([CH3:1])=[CH:7][CH:6]=2)[CH2:9][CH2:10]1 |f:2.3|. Reported procedure: 70.4 mg of the target compound (0.21 mmol, 47.7%) was obtained using 1-(4-methylphenyl)piperazine (155 mg, 0.88 mmol), biphenyl-2-carbaldehyde (80 mg, 0.44 mmol) and NaBH(OAc)3 (284 mg, 1.32 mmol) according to the synthesis method of Compound 1. The reactants are CCO, NC(=O)c1ccc(-c2ccccc2)c(C(F)(F)F)c1, [K+], [OH-], O. Yields the product O=C(O)c1ccc(-c2ccccc2)c(C(F)(F)F)c1. RXN SMILES: [CH3:23][CH2:24][OH:25].[F:1][C:2]([c:3]1[c:4](-[c:12]2[cH:13][cH:14][cH:15][cH:16][cH:17]2)[cH:5][cH:6][c:7]([C:9](=[O:10])[NH2:11])[cH:8]1)([F:18])[F:19].[K+:21].[OH-:20].[OH2:22]>>[F:1][C:2]([c:3]1[c:4](-[c:12]2[cH:13][cH:14][cH:15][cH:16][cH:17]2)[cH:5][cH:6][c:7]([C:9](=[O:10])[OH:20])[cH:8]1)([F:18])[F:19]. The reactants are [BH4-].[Na+] (sodium tetrahydroborate), 11, NC1=C(C=C(C=C1)C(=O)C1=C(C=CC=C1)F)[N+](=O)[O-] ((4-amino-3-nitrophenyl) (2-fluorophenyl)methanone), CO (methanol). The solvent is O (water). Run at time 1 hour. The product is 11.3, NC1=C(C=C(C=C1)C(O)C1=C(C=CC=C1)F)[N+](=O)[O-] (4-amino-α-(2-fluorophenyl)-3-nitrobenzenemethanol). Yield: 100.0%. RXN SMILES: [BH4-].[Na+].[NH2:3][C:4]1[CH:9]=[CH:8][C:7]([C:10]([C:12]2[CH:17]=[CH:16][CH:15]=[CH:14][C:13]=2[F:18])=[O:11])=[CH:6][C:5]=1[N+:19]([O-:21])=[O:20].CO>O>[NH2:3][C:4]1[CH:9]=[CH:8][C:7]([CH:10]([C:12]2[CH:17]=[CH:16][CH:15]=[CH:14][C:13]=2[F:18])[OH:11])=[CH:6][C:5]=1[N+:19]([O-:21])=[O:20] |f:0.1|. Procedure: 1.61 Parts of sodium tetrahydroborate were added dropwise to a stirred solution of 11 parts of (4-amino-3-nitrophenyl) (2-fluorophenyl)methanone in 120 parts of methanol. Upon complete addition, stirring was continued for 1 hour at room temperature. The reaction mixture was poured into water and the product was extracted three times with 75 parts of trichloromethane. The combined extracts were dried, filtered and evaporated, yielding 11.3 parts (100%) of 4-amino-α-(2-fluorophenyl)-3-nitrobenzene... Starting materials: BrC=1C=C(C(=O)N2N=C(CCC2)C2=CC=CC=C2)C=CC1F (1- (3-bromo-4-fluorobenzoyl)-3-phenyl-1,4,5,6-tetrahydropyridazine), BrBr (bromine). Product: BrC1C(=NN(CC1)C(C1=CC(=C(C=C1)F)Br)=O)C1=CC=CC=C1 (4-Bromo-1-(3-bromo-4-fluorobenzoyl)-3-phenyl-1,4,5,6-tetrahydropyridazine). As a reaction SMILES: [Br:1][C:2]1[CH:3]=[C:4]([CH:19]=[CH:20][C:21]=1[F:22])[C:5]([N:7]1[CH2:12][CH2:11][CH2:10][C:9]([C:13]2[CH:18]=[CH:17][CH:16]=[CH:15][CH:14]=2)=[N:8]1)=[O:6].[Br:23]Br>>[Br:23][CH:10]1[CH2:11][CH2:12][N:7]([C:5](=[O:6])[C:4]2[CH:19]=[CH:20][C:21]([F:22])=[C:2]([Br:1])[CH:3]=2)[N:8]=[C:9]1[C:13]1[CH:18]=[CH:17][CH:16]=[CH:15][CH:14]=1. Reported procedure: The title compound was prepared as described in Example 22 starting with 1- (3-bromo-4-fluorobenzoyl)-3-phenyl-1,4,5,6-tetrahydropyridazine and bromine to give a solid: mp 147°-148° C. Yields the product O=C1NC(=O)C(Cc2ccccc2)N1. RXN SMILES: [CH:1]([c:2]1[cH:3][cH:4][cH:5][cH:6][cH:7]1)=[C:8]1[C:9](=[O:14])[NH:10][C:11](=[O:13])[NH:12]1.[Na+:16].[OH-:15]>>[CH2:1]([c:2]1[cH:3][cH:4][cH:5][cH:6][cH:7]1)[CH:8]1[C:9](=[O:14])[NH:10][C:11](=[O:13])[NH:12]1. The reactants are O=C1NC(=O)C(=Cc2ccccc2)N1, [Na+], [OH-].